Dataset: the Open Reaction Database (ORD), a public repository of structured organic reaction records. Task: describe an organic reaction: reactants, conditions, products, and yield Reactants: C1(=CC=CC2=CC=CC=C12)B(O)O (naphtylboronic acid), ClC=1C=C(N=NC1)CN1C(=NC=C1)C (5-chloro-3-(2-methyl-imidazol-1-yl-methyl)-pyridazine). The product is Cl.CC=1N(C=CN1)CC=1N=NC=C(C1)C1=CC2=CC=CC=C2C=C1 (3-(2-Methyl-imidazol-1-ylmethyl)-5-naphthalen-2-yl-pyridazine-hydrochloride). RXN SMILES: [C:1]1(B(O)O)[C:10]2[C:5](=[CH:6][CH:7]=[CH:8][CH:9]=2)[CH:4]=[CH:3][CH:2]=1.[Cl:14][C:15]1[CH:16]=[C:17]([CH2:21][N:22]2[CH:26]=[CH:25][N:24]=[C:23]2[CH3:27])[N:18]=[N:19][CH:20]=1>>[ClH:14].[CH3:27][C:23]1[N:22]([CH2:21][C:17]2[N:18]=[N:19][CH:20]=[C:15]([C:2]3[CH:3]=[CH:4][C:5]4[C:10](=[CH:9][CH:8]=[CH:7][CH:6]=4)[CH:1]=3)[CH:16]=2)[CH:26]=[CH:25][N:24]=1 |f:2.3|. Reported procedure: The title compound, MS: m/e=301.3 (M+H+), was prepared from naphtylboronic acid and 5-chloro-3-(2-methyl-imidazol-1-yl-methyl)-pyridazine. Reactants: Cl.Cl.C(C)(C)(C)OC(=O)N1CCN(CC1)C(=O)OC1=CC=C(C=C1)C(C)(C)C1=CC=C(C=C1)OC(=O)N1CCN(CC1)C(=O)OC(C)(C)C (2,2-bis[4-(4-tert-butoxycarbonyl-1-piperazinylcarbonyloxy)phenyl]propane dihydrochloride), solution, Cl (hydrogen chloride). The solvent is C1(=CC=CC=C1)C (toluene), O1CCOCC1 (dioxane), O1CCOCC1 (dioxane). Yields the product Cl.Cl.N1(CCNCC1)C(=O)OC1=CC=C(C=C1)C(C)(C)C1=CC=C(C=C1)OC(=O)N1CCNCC1 (2,2-bis[4-(1-Piperazinylcarbonyloxy)phenyl]propane Dihydrochloride). As a reaction SMILES: [ClH:1].Cl.C(OC([N:10]1[CH2:15][CH2:14][N:13]([C:16]([O:18][C:19]2[CH:24]=[CH:23][C:22]([C:25]([C:28]3[CH:33]=[CH:32][C:31]([O:34][C:35]([N:37]4[CH2:42][CH2:41][N:40](C(OC(C)(C)C)=O)[CH2:39][CH2:38]4)=[O:36])=[CH:30][CH:29]=3)([CH3:27])[CH3:26])=[CH:21][CH:20]=2)=[O:17])[CH2:12][CH2:11]1)=O)(C)(C)C.Cl>O1CCOCC1.C1(C)C=CC=CC=1>[ClH:1].[ClH:1].[N:13]1([C:16]([O:18][C:19]2[CH:24]=[CH:23][C:22]([C:25]([C:28]3[CH:29]=[CH:30][C:31]([O:34][C:35]([N:37]4[CH2:38][CH2:39][NH:40][CH2:41][CH2:42]4)=[O:36])=[CH:32][CH:33]=3)([CH3:27])[CH3:26])=[CH:21][CH:20]=2)=[O:17])[CH2:12][CH2:11][NH:10][CH2:15][CH2:14]1 |f:0.1.2,6.7.8|. Reported procedure: 8.3 g of 2,2-bis[4-(4-tert-butoxycarbonyl-1-piperazinylcarbonyloxy)phenyl]propane dihydrochloride are dissolved in 50 ml of abs. dioxane, and 9.5 ml of an approx. 20% solution of hydrogen chloride in dioxane are added to this solution while stirring. The mixture is stirred overnight, after which it is diluted with toluene and the precipitate is filtered off with suction. After drying in vacuo, 5.7 g of the title compound, having a m.p. of from 200° C. (decomposition), are obtained. The reactants are C(C1=CC=CC=C1)OC(=O)NC(CCO)C(=O)NCCCCN(CCCNC(=O)OC(C)(C)C)C(=O)OC(C)(C)C (10-(N-benzyloxycarbonyl-DL-homoseryl)-1,5-di-tert-butoxycarbonyl-1,5,10-triazadecane). Reagents/catalysts: [Pd] (palladium black). Solvent: CO (methanol). Product: NC(CCO)C(=O)NCCCCN(CCCNC(=O)OC(C)(C)C)C(=O)OC(C)(C)C (10-(DL-homoseryl)-1,5-di-tert-butoxycarbonyl-1,5,10-triazadecane). The yield is 91.8%. RXN SMILES: C(OC([NH:11][CH:12]([C:16]([NH:18][CH2:19][CH2:20][CH2:21][CH2:22][N:23]([C:35]([O:37][C:38]([CH3:41])([CH3:40])[CH3:39])=[O:36])[CH2:24][CH2:25][CH2:26][NH:27][C:28]([O:30][C:31]([CH3:34])([CH3:33])[CH3:32])=[O:29])=[O:17])[CH2:13][CH2:14][OH:15])=O)C1C=CC=CC=1>CO.[Pd]>[NH2:11][CH:12]([C:16]([NH:18][CH2:19][CH2:20][CH2:21][CH2:22][N:23]([C:35]([O:37][C:38]([CH3:41])([CH3:40])[CH3:39])=[O:36])[CH2:24][CH2:25][CH2:26][NH:27][C:28]([O:30][C:31]([CH3:32])([CH3:33])[CH3:34])=[O:29])=[O:17])[CH2:13][CH2:14][OH:15]. Procedure details: 1.35 g (2.22 mmols) of 10-(N-benzyloxycarbonyl-DL-homoseryl)-1,5-di-tert-butoxycarbonyl-1,5,10-triazadecane was dissolved in 20 ml of methanol and was catalytically reduced over 0.1 g of palladium black for 8 hours at room temperature at atmospheric pressure. After the reaction, the catalyst was removed by filtration, and the filtrate was concentrated under reduced pressure. 0.91 g (86.4%) of the desired product was obtained as the residual oil. Reactants: CCCOc1ccc2ccccc2c1C=O, CC(C)C(=O)Nc1cccc(C2CCNCC2)c1. Yields the product CCCOc1ccc2ccccc2c1CN1CCC(c2cccc(NC(=O)C(C)C)c2)CC1. RXN SMILES: [CH2:1]([CH2:2][CH3:3])[O:4][c:5]1[c:6]([CH:15]=[O:16])[c:7]2[cH:8][cH:9][cH:10][cH:11][c:12]2[cH:13][cH:14]1.[CH3:17][CH:18]([C:19](=[O:20])[NH:21][c:22]1[cH:23][c:24]([CH:28]2[CH2:29][CH2:30][NH:31][CH2:32][CH2:33]2)[cH:25][cH:26][cH:27]1)[CH3:34]>>[CH2:1]([CH2:2][CH3:3])[O:4][c:5]1[c:6]([CH2:15][N:31]2[CH2:30][CH2:29][CH:28]([c:24]3[cH:23][c:22]([NH:21][C:19]([CH:18]([CH3:17])[CH3:34])=[O:20])[cH:27][cH:26][cH:25]3)[CH2:33][CH2:32]2)[c:7]2[cH:8][cH:9][cH:10][cH:11][c:12]2[cH:13][cH:14]1. Starting materials: 2, BrCCCCN1C(CCC1)=O (1-(4-bromobutyl)-2-pyrrolidinone), FC(C1=CC(=NC=C1)N1CCNCC1)(F)F (1-[4-(trifluoromethyl)-2-pyridinyl]piperazine), C([O-])([O-])=O.[Na+].[Na+] (sodium carbonate), monofumarate, C(\C=C\C(=O)O)(=O)O (fumaric acid). Run in C(C)O (ethanol), C(CCC)O (butanol). Yields the product C(\C=C\C(=O)O)(=O)O.FC(C1=CC(=NC=C1)N1CCN(CC1)CCCCN1C(CCC1)=O)(F)F (1-[4-[4-[4-(trifluoromethyl)-2-pyridinyl]-1-piperazinyl]butyl]-2pyrrolidinone (E)-2-butenedioate). Yield: 52.0%. Reaction SMILES: Br[CH2:2][CH2:3][CH2:4][CH2:5][N:6]1[CH2:10][CH2:9][CH2:8][C:7]1=[O:11].[F:12][C:13]([F:27])([F:26])[C:14]1[CH:19]=[CH:18][N:17]=[C:16]([N:20]2[CH2:25][CH2:24][NH:23][CH2:22][CH2:21]2)[CH:15]=1.C(=O)([O-])[O-].[Na+].[Na+].[C:34]([OH:41])(=[O:40])/[CH:35]=[CH:36]/[C:37]([OH:39])=[O:38]>C(O)CCC.C(O)C>[C:34]([OH:41])(=[O:40])/[CH:35]=[CH:36]/[C:37]([OH:39])=[O:38].[F:26][C:13]([F:12])([F:27])[C:14]1[CH:19]=[CH:18][N:17]=[C:16]([N:20]2[CH2:21][CH2:22][N:23]([CH2:2][CH2:3][CH2:4][CH2:5][N:6]3[CH2:10][CH2:9][CH2:8][C:7]3=[O:11])[CH2:24][CH2:25]2)[CH:15]=1 |f:2.3.4,8.9|. Procedure details: 2 7 g of 1-(4-bromobutyl)-2-pyrrolidinone were mixed with 2.2 g of 1-[4-(trifluoromethyl)-2-pyridinyl]piperazine dissolved in 30 ml of butanol, after which 1.3 g of sodium carbonate were added. The mixture was refluxed for 2 hours, after which the precipitate was filtered and washed with butanol. The solvent was evaporated and the residue was dissolved in dichloromethane, washed with water, and dried over anhydrous magnesium sulfate. After evaporation of the solvent 3.4 g of 1-[4-[4-[4-(trifluor... Reactants: C(N)(=O)[C@H]1N(C[C@@H](C1)SC(C1=CC=CC=C1)(C1=CC=CC=C1)C1=CC=CC=C1)C(=O)OCC1=CC=C(C=C1)[N+](=O)[O-] ((2S, 4R)-2-Carbamoyl-1-(4-nitrobenzyloxycarbonyl)-4-(tritylthio) pyrrolidine), COC(N(C)C)OC (N,N-dimethylformamide dimethyl acetal). Reaction conditions: temperature 70 celsius, time 1 hour. Product: [N+](=O)([O-])C1=CC=C(COC(=O)N2[C@@H](C[C@@H](C2)SC(C2=CC=CC=C2)(C2=CC=CC=C2)C2=CC=CC=C2)C2=NC=NO2)C=C1 ((2S ,4S)-1-(4-nitrobenzyloxycarbonyl)-2-(1,2,4-oxadiazol-5-yl)-4-(tritylthio)pyrrolidine). Reaction SMILES: [C:1]([C@@H:4]1[CH2:8][C@@H:7]([S:9][C:10]([C:23]2[CH:28]=[CH:27][CH:26]=[CH:25][CH:24]=2)([C:17]2[CH:22]=[CH:21][CH:20]=[CH:19][CH:18]=2)[C:11]2[CH:16]=[CH:15][CH:14]=[CH:13][CH:12]=2)[CH2:6][N:5]1[C:29]([O:31][CH2:32][C:33]1[CH:38]=[CH:37][C:36]([N+:39]([O-:41])=[O:40])=[CH:35][CH:34]=1)=[O:30])(=[O:3])[NH2:2].CO[CH:44](OC)[N:45](C)C>>[N+:39]([C:36]1[CH:37]=[CH:38][C:33]([CH2:32][O:31][C:29]([N:5]2[CH2:6][C@@H:7]([S:9][C:10]([C:11]3[CH:12]=[CH:13][CH:14]=[CH:15][CH:16]=3)([C:23]3[CH:28]=[CH:27][CH:26]=[CH:25][CH:24]=3)[C:17]3[CH:22]=[CH:21][CH:20]=[CH:19][CH:18]=3)[CH2:8][C@H:4]2[C:1]2[O:3][N:45]=[CH:44][N:2]=2)=[O:30])=[CH:34][CH:35]=1)([O-:41])=[O:40]. Reported procedure: To (2S, 4R)-2-Carbamoyl-1-(4-nitrobenzyloxycarbonyl)-4-(tritylthio) pyrrolidine (2 g) was added N,N-dimethylformamide dimethyl acetal (1 ml) and the mixture was stirred at 70° C. for 1 hour, and evaporated in vacuo. The oily residue was dissolved in acetic acid (20 ml) and to this solution were added sodium acetate (0.43 g) and hydroxylamine hydrochloride (0.37 g) at room temperature. After stirring at 70° C. for 1 hour, the mixture was poured into water and ethyl acetate. The organic layer was ...